From a dataset of the Open Reaction Database (ORD), a public repository of structured organic reaction records. describe an organic reaction: reactants, conditions, products, and yield Reactants: resultant mixture, C(C(=O)O)(=O)O (Oxalic acid), resultant solution, [OH-].C(C1=CC=CC=C1)[N+](C)(C)C (benzyltrimethylammonium hydroxide). Run in CC(=O)C (acetone), CC(=O)C (acetone), CO (methanol). Yields the product C(C(=O)O)(=O)[O-].C(C1=CC=CC=C1)[N+](C)(C)C (mono(benzyltrimethylammonium) oxalate). Yield: 87.0%. As a reaction SMILES: [C:1]([OH:6])(=[O:5])[C:2]([OH:4])=[O:3].[OH-].[CH2:8]([N+:15]([CH3:18])([CH3:17])[CH3:16])[C:9]1[CH:14]=[CH:13][CH:12]=[CH:11][CH:10]=1>CC(C)=O.CO>[C:1]([O-:6])(=[O:5])[C:2]([OH:4])=[O:3].[CH2:8]([N+:15]([CH3:18])([CH3:17])[CH3:16])[C:9]1[CH:14]=[CH:13][CH:12]=[CH:11][CH:10]=1 |f:1.2,5.6|. Reported procedure: Oxalic acid in an amount of 21.56 g (0.239 mol) was dissolved in acetone, making a total of 100 g. The resultant solution was mixed with 100 g of 40% by weight solution of benzyltrimethylammonium hydroxide (0.261 mol) in methanol (produced by Tokyo Kasei Kogyo Co., Ltd.), and then 1500 g of acetone was added to the resultant mixture to form white precipitate. Subsequently, the precipitate was collected by means of suction filtration method, dispersed in 500 g of acetone and filtered to collect c... The reactants are CCN(C(C)C)C(C)C, CCOC(=O)c1nc(Cl)c2ccc(I)cc2n1, [I-], [K+], CN(C)C=O, O, Nc1cc[nH]n1. Product: CCOC(=O)c1nc(Nc2cc[nH]n2)c2ccc(I)cc2n1. Reaction SMILES: [CH:20]([N:21]([CH2:22][CH3:23])[CH:24]([CH3:25])[CH3:26])([CH3:27])[CH3:28].[Cl:1][c:2]1[n:3][c:4]([C:13](=[O:14])[O:15][CH2:16][CH3:17])[n:5][c:6]2[cH:7][c:8]([I:12])[cH:9][cH:10][c:11]12.[I-:19].[K+:18].[O:35]=[CH:36][N:37]([CH3:38])[CH3:39].[OH2:40].[nH:29]1[n:30][c:31]([NH2:34])[cH:32][cH:33]1>>[c:2]1([NH:34][c:31]2[n:30][nH:29][cH:33][cH:32]2)[n:3][c:4]([C:13](=[O:14])[O:15][CH2:16][CH3:17])[n:5][c:6]2[cH:7][c:8]([I:12])[cH:9][cH:10][c:11]12. Reactants: Cc1cc2nccc(Oc3ccc4c(C(=O)Cl)c(C)sc4c3)c2s1, NCCN1CCOCC1. The product is Cc1cc2nccc(Oc3ccc4c(C(=O)NCCN5CCOCC5)c(C)sc4c3)c2s1. As a reaction SMILES: [CH3:1][c:2]1[c:3]([C:22](=[O:23])[Cl:24])[c:4]2[c:5]([s:6]1)[cH:7][c:8]([O:11][c:12]1[c:13]3[c:14]([n:15][cH:16][cH:17]1)[cH:18][c:19]([CH3:21])[s:20]3)[cH:9][cH:10]2.[O:25]1[CH2:26][CH2:27][N:28]([CH2:31][CH2:32][NH2:33])[CH2:29][CH2:30]1>>[CH3:1][c:2]1[c:3]([C:22](=[O:23])[NH:33][CH2:32][CH2:31][N:28]2[CH2:27][CH2:26][O:25][CH2:30][CH2:29]2)[c:4]2[c:5]([s:6]1)[cH:7][c:8]([O:11][c:12]1[c:13]3[c:14]([n:15][cH:16][cH:17]1)[cH:18][c:19]([CH3:21])[s:20]3)[cH:9][cH:10]2. Reactants: [BH3-]C#N, CCOC(=O)c1ccc(C(C)=NNC(=O)OC(C)(C)C)cc1, C1CCOC1, CCOC(C)=O, ClCCl, [Na+], [Na+], [OH-], O, Cc1ccc(S(=O)(=O)O)cc1. The product is CCOC(=O)c1ccc(C(C)NNC(=O)OC(C)(C)C)cc1. Reaction SMILES: [C:1]([BH3-:2])#[N:3].[C:5]([CH3:6])([CH3:7])([CH3:8])[O:9][C:10](=[O:11])[NH:12][N:13]=[C:14]([CH3:15])[c:16]1[cH:17][cH:18][c:19]([C:22](=[O:23])[O:24][CH2:25][CH3:26])[cH:20][cH:21]1.[CH2:41]1[O:42][CH2:43][CH2:44][CH2:45]1.[CH3:46][CH2:47][O:48][C:49]([CH3:50])=[O:51].[Cl:52][CH2:53][Cl:54].[Na+:40].[Na+:4].[OH-:39].[OH2:27].[c:28]1([CH3:29])[cH:30][cH:31][c:32]([S:33]([OH:34])(=[O:35])=[O:36])[cH:37][cH:38]1>>[C:5]([CH3:6])([CH3:7])([CH3:8])[O:9][C:10](=[O:11])[NH:12][NH:13][CH:14]([CH3:15])[c:16]1[cH:17][cH:18][c:19]([C:22](=[O:23])[O:24][CH2:25][CH3:26])[cH:20][cH:21]1.